The task is: describe an organic reaction: reactants, conditions, products, and yield. This data is from the Open Reaction Database (ORD), a public repository of structured organic reaction records. Reactants: C(C)(=O)Cl (acetyl chloride), NC=1C=C(C(=O)O)C=C(N1)C (2-amino-6-methylisonicotinic acid). Solvent: CO (MeOH). Conditions: temperature 50 celsius, time 15 minute. Yields the product COC(C1=CC(=NC(=C1)C)N)=O (2-amino-6-methylisonicotinic acid methyl ester). Reaction SMILES: [C:1](Cl)(=O)C.[NH2:5][C:6]1[CH:7]=[C:8]([CH:12]=[C:13]([CH3:15])[N:14]=1)[C:9]([OH:11])=[O:10]>CO>[CH3:1][O:10][C:9](=[O:11])[C:8]1[CH:12]=[C:13]([CH3:15])[N:14]=[C:6]([NH2:5])[CH:7]=1. Procedure details: To 50 ml of MeOH is added drop wise acetyl chloride (3 ml) at room temperature. After 15 min, 2-amino-6-methylisonicotinic acid (2.3 g) is added and the mixture is stirred overnight at 50° C. After concentrating the solution, the resulting residue is suspended in acetone and then filtered and dried at 50° C. in vacuum, to yield 2-amino-6-methylisonicotinic acid methyl ester (4.1 g). HPLC: Rt=0.91 min (method D) Reactants: CC(=O)[O-], CCO, CCOC(=O)Cc1nc(Cl)cc(NC=O)n1, [Na+]. Yields the product CCOC(=O)Cc1nccc(NC=O)n1. As a reaction SMILES: [CH3:18][C:19](=[O:20])[O-:21].[CH3:22][CH2:23][OH:24].[Cl:1][c:2]1[cH:3][c:4]([NH:14][CH:15]=[O:16])[n:5][c:6]([CH2:8][C:9](=[O:10])[O:11][CH2:12][CH3:13])[n:7]1.[Na+:17]>>[cH:2]1[cH:3][c:4]([NH:14][CH:15]=[O:16])[n:5][c:6]([CH2:8][C:9](=[O:10])[O:11][CH2:12][CH3:13])[n:7]1. Reactants: C(C1=CC=CC=C1)OC(C(C)C1=CC=CC=C1)=O (2-phenyl-propionic acid benzyl ester), C(C=C)Br (allyl bromide), [I-].[Li+] (lithium iodide), C[Si]([N-][Si](C)(C)C)(C)C.[Li+] (lithium hexamethyldisilazide). Solvent: O1CCCC1 (tetrahydrofuran). Conditions: temperature 25 celsius, time 18 hour. Yields the product CC(C(=O)OCC1=CC=CC=C1)(CC=C)C1=CC=CC=C1 (benzyl 2-methyl-2-phenylpent-4-enoate). Yield: 99.0%. Reaction SMILES: [CH2:1]([O:8][C:9](=[O:18])[CH:10]([C:12]1[CH:17]=[CH:16][CH:15]=[CH:14][CH:13]=1)[CH3:11])[C:2]1[CH:7]=[CH:6][CH:5]=[CH:4][CH:3]=1.[CH2:19](Br)[CH:20]=[CH2:21].[I-].[Li+].C[Si](C)(C)[N-][Si](C)(C)C.[Li+]>O1CCCC1>[CH3:11][C:10]([C:12]1[CH:17]=[CH:16][CH:15]=[CH:14][CH:13]=1)([CH2:21][CH:20]=[CH2:19])[C:9]([O:8][CH2:1][C:2]1[CH:3]=[CH:4][CH:5]=[CH:6][CH:7]=1)=[O:18] |f:2.3,4.5|. Procedure details: A solution of 2-phenyl-propionic acid benzyl ester (2.0 g, 8.32 mmol), allyl bromide (0.865 mL, 9.99 mmol), and lithium iodide (1 g) in tetrahydrofuran (15 mL) at 0° C. was treated dropwise with the lithium hexamethyldisilazide (9.99 mL, 1M in tetrahydrofuran, 9.99 mmol). The reaction was allowed to warm to 25° C. and stirred for 18 hours. The solvent was removed in vacuo and the residue was partitioned between water and ethyl acetate. The aqueous phase was extracted three times with ethyl aceta... The reactants are C1COCCO1, CCC1CC(NS(=O)(=O)C2CC2)CN1C(=O)OC(C)(C)C, Cl. Product: CCC1CC(NS(=O)(=O)C2CC2)CN1, Cl. As a reaction SMILES: [CH2:23]1[O:24][CH2:25][CH2:26][O:27][CH2:28]1.[CH:1]1([S:4](=[O:5])(=[O:6])[NH:7][CH:8]2[CH2:9][CH:10]([CH2:20][CH3:21])[N:11]([C:13]([O:14][C:15]([CH3:16])([CH3:17])[CH3:18])=[O:19])[CH2:12]2)[CH2:2][CH2:3]1.[ClH:22]>>[CH:1]1([S:4](=[O:5])(=[O:6])[NH:7][CH:8]2[CH2:9][CH:10]([CH2:20][CH3:21])[NH:11][CH2:12]2)[CH2:2][CH2:3]1.[ClH:22]. Reactants: O=C(O)C1CCC1, CCN(C(C)C)C(C)C, ClCCl, COC(=O)CC(N)c1ccccc1. The product is COC(=O)CC(NC(=O)C1CCC1)c1ccccc1. RXN SMILES: [CH:14]1([C:18](=[O:19])[OH:20])[CH2:15][CH2:16][CH2:17]1.[CH:21]([N:22]([CH2:23][CH3:24])[CH:25]([CH3:26])[CH3:27])([CH3:28])[CH3:29].[Cl:30][CH2:31][Cl:32].[NH2:1][CH:2]([CH2:3][C:4](=[O:5])[O:6][CH3:7])[c:8]1[cH:9][cH:10][cH:11][cH:12][cH:13]1>>[NH:1]([CH:2]([CH2:3][C:4](=[O:5])[O:6][CH3:7])[c:8]1[cH:9][cH:10][cH:11][cH:12][cH:13]1)[C:18]([CH:14]1[CH2:15][CH2:16][CH2:17]1)=[O:19]. Starting materials: O=C=O, C1CCOC1, CC(C)[N-]C(C)C, Clc1ccncc1, [Li+]. The product is O=C(O)c1cnccc1Cl. As a reaction SMILES: [C:16](=[O:17])=[O:18].[CH2:19]1[O:20][CH2:21][CH2:22][CH2:23]1.[CH3:2][CH:3]([N-:4][CH:5]([CH3:6])[CH3:7])[CH3:8].[Cl:9][c:10]1[cH:11][cH:12][n:13][cH:14][cH:15]1.[Li+:1]>>[Cl:9][c:10]1[cH:11][cH:12][n:13][cH:14][c:15]1[C:16](=[O:17])[OH:18]. Reactants: C, CC1(C)OCC(COCc2ccccc2)O1, CCO, [H][H], [Pd]. The product is CC1(C)OCC(CO)O1. As a reaction SMILES: [C:22].[CH2:1]([c:2]1[cH:3][cH:4][cH:5][cH:6][cH:7]1)[O:8][CH2:9][CH:10]1[O:11][C:12]([CH3:15])([CH3:16])[O:13][CH2:14]1.[CH3:19][CH2:20][OH:21].[H:17][H:18].[Pd:23]>>[OH:8][CH2:9][CH:10]1[O:11][C:12]([CH3:15])([CH3:16])[O:13][CH2:14]1.